Dataset: the Open Reaction Database (ORD), a public repository of structured organic reaction records. Task: describe an organic reaction: reactants, conditions, products, and yield Starting materials: acid chloride, C(=O)(O)C=1C(NN=C(C1C1=CC=CC=C1)C1=CC=CC=C1)=O (4-Carboxy-5,6-diphenyl-3-(2H)-pyridazinone), CNC (dimethylamine). Solvent: C1(=CC=CC=C1)C (toluene). Yields the product CN(C(=O)C=1C(NN=C(C1C1=CC=CC=C1)C1=CC=CC=C1)=O)C (N,N-Dimethyl-2,3-dihydro-3-oxo-5,6-diphenyl-4-pyridazinecarboxamide). As a reaction SMILES: [C:1]([C:4]1[C:5](=[O:22])[NH:6][N:7]=[C:8]([C:16]2[CH:21]=[CH:20][CH:19]=[CH:18][CH:17]=2)[C:9]=1[C:10]1[CH:15]=[CH:14][CH:13]=[CH:12][CH:11]=1)(O)=[O:2].[CH3:23][NH:24][CH3:25]>C1(C)C=CC=CC=1>[CH3:23][N:24]([CH3:25])[C:1]([C:4]1[C:5](=[O:22])[NH:6][N:7]=[C:8]([C:16]2[CH:17]=[CH:18][CH:19]=[CH:20][CH:21]=2)[C:9]=1[C:10]1[CH:15]=[CH:14][CH:13]=[CH:12][CH:11]=1)=[O:2]. Reported procedure: 8.0 grams (0.0275 mole) of the acid chloride of the product of Example 2 was reacted with excess dimethylamine in 200 mls of toluene. This solution was heated on a steam bath for 2 hours. The solution was filtered and the filtrate distilled at reduced pressure. The residual solid was filtered, washed with petroleum ether and air dried. There was isolated 5.0 grams of a solid which when recrystallized from absolute ethyl alcohol gave 2.5 grams of a white solid that melted at 278° C. The infrared ... The reactants are O (Water), BrC1=C(CO)C=C(C=C1)O[Si](C)(C)C(C)(C)C (2-bromo-5-tert-butyldimethylsiloxybenzylalcohol), C(C)(C)N(CC)C(C)C (diisopropylethylamine), COCCl (chloromethyl methyl ether). Run in ClCCl (dichloromethane). Run at time 8 hour. The product is BrC1=C(C=C(C=C1)O[Si](C)(C)C(C)(C)C)COCOC (1-bromo-4-tert-butyldimethylsiloxy-2-methoxymethoxymethylbenzene). Yield: 93.8%. RXN SMILES: [Br:1][C:2]1[CH:9]=[CH:8][C:7]([O:10][Si:11]([C:14]([CH3:17])([CH3:16])[CH3:15])([CH3:13])[CH3:12])=[CH:6][C:3]=1[CH2:4][OH:5].C(N(C(C)C)CC)(C)C.[CH3:27][O:28][CH2:29]Cl.O>ClCCl>[Br:1][C:2]1[CH:9]=[CH:8][C:7]([O:10][Si:11]([C:14]([CH3:17])([CH3:16])[CH3:15])([CH3:12])[CH3:13])=[CH:6][C:3]=1[CH2:4][O:5][CH2:27][O:28][CH3:29]. Procedure: To a solution of 2-bromo-5-tert-butyldimethylsiloxybenzylalcohol (36.9 g, 116 mmol) and diisopropylethylamine (26.0 mL, 150 mmol) in dichloromethane (300 mL) was added chloromethyl methyl ether (11.0 mL, 145 mmol), and the mixture was stirred at room temperature for overnight. Water was added, and the mixture was extracted with chloroform. The organic layer was washed with brine and dried on anhydrous sodium sulfate. The solvent was removed under reduced pressure, and the residue was purified by... Starting materials: BrC1=CC=2C3=C(C=NC2C=C1)N(C(N3C=3C(=NN(C3)C)C)=O)C (8-bromo-1-(1,3-dimethyl-1H-pyrazol-4-yl)-3-methyl-1,3-dihydro-imidazo[4,5-c]quinolin-2-one), BrC1=CC=2C3=C(C=NC2C=C1)N(C(N3C=3C(=NN(C3)C)C)=O)C (8-bromo-1-(1,3-dimethyl-1H-pyrazol-4-yl)-3-methyl-1,3-dihydro-imidazo[4,5-c]quinolin-2-one), FC(OC=1C=NC=C(C1)B1OC(C(O1)(C)C)(C)C)F (3-difluoromethoxy-5-(4,4,5,5-tetramethyl-[1,3,2]dioxaborolan-2-yl)-pyridine). Product: FC(OC=1C=C(C=NC1)C1=CC=2C3=C(C=NC2C=C1)N(C(N3C=3C(=NN(C3)C)C)=O)C)F (8-(5-Difluoromethoxy-pyridin-3-yl)-1-(1,3-dimethyl-1H-pyrazol-4-yl)-3-methyl-1,3-dihydro-imidazo[4,5-c]quinolin-2-one). RXN SMILES: Br[C:2]1[CH:11]=[CH:10][C:9]2[N:8]=[CH:7][C:6]3[N:12]([CH3:23])[C:13](=[O:22])[N:14]([C:15]4[C:16]([CH3:21])=[N:17][N:18]([CH3:20])[CH:19]=4)[C:5]=3[C:4]=2[CH:3]=1.[F:24][CH:25]([F:42])[O:26][C:27]1[CH:28]=[N:29][CH:30]=[C:31](B2OC(C)(C)C(C)(C)O2)[CH:32]=1>>[F:24][CH:25]([F:42])[O:26][C:27]1[CH:32]=[C:31]([C:2]2[CH:11]=[CH:10][C:9]3[N:8]=[CH:7][C:6]4[N:12]([CH3:23])[C:13](=[O:22])[N:14]([C:15]5[C:16]([CH3:21])=[N:17][N:18]([CH3:20])[CH:19]=5)[C:5]=4[C:4]=3[CH:3]=2)[CH:30]=[N:29][CH:28]=1. Procedure details: The title compound was synthesized in a similar manner as described for Example 1.1 using 8-bromo-1-(1,3-dimethyl-1H-pyrazol-4-yl)-3-methyl-1,3-dihydro-imidazo[4,5-c]quinolin-2-one (Intermediate A) and 3-difluoromethoxy-5-(4,4,5,5-tetramethyl-[1,3,2]dioxaborolan-2-yl)-pyridine (Stage 183.1.1) to give the title compound as a white foam. (HPLC: tR 2.48 min (Method A); M+H=437 MS-ES; 1H-NMR (d6-DMSO, 400 MHz) 9.01 (s, 1H), 8.61-8.59 (m, 1H), 8.52-8.50 (m, 1H), 8.17-8.13 (m, 2H), 8.02-7.98 (m, 1H), ... The reactants are C[O-], CO, CC(C)c1csc(CCc2cc3nc(N4CCCC(C=O)C4)c(C=CC(=O)OC(C)(C)C)c(=O)n3cc2F)n1, [Na+], O. Product: CC(C)c1csc(CCc2cc3nc(N4CCCC(O)C4)c(C=CC(=O)OC(C)(C)C)c(=O)n3cc2F)n1. As a reaction SMILES: [CH3:40][O-:41].[CH3:44][OH:45].[F:1][c:2]1[c:3]([CH2:30][CH2:31][c:32]2[s:33][cH:34][c:35]([CH:37]([CH3:38])[CH3:39])[n:36]2)[cH:4][c:5]2[n:6]([c:7](=[O:28])[c:8]([CH:19]=[CH:20][C:21](=[O:22])[O:23][C:24]([CH3:25])([CH3:26])[CH3:27])[c:9]([N:11]3[CH2:12][CH:13]([CH:17]=[O:18])[CH2:14][CH2:15][CH2:16]3)[n:10]2)[cH:29]1.[Na+:42].[OH2:43]>>[F:1][c:2]1[c:3]([CH2:30][CH2:31][c:32]2[s:33][cH:34][c:35]([CH:37]([CH3:38])[CH3:39])[n:36]2)[cH:4][c:5]2[n:6]([c:7](=[O:28])[c:8]([CH:19]=[CH:20][C:21](=[O:22])[O:23][C:24]([CH3:25])([CH3:26])[CH3:27])[c:9]([N:11]3[CH2:12][CH:13]([OH:41])[CH2:14][CH2:15][CH2:16]3)[n:10]2)[cH:29]1. RXN SMILES: CC1(C)S[C@@H]2[C@H](NC([C@H](N)C3C=CC=CC=3)=O)C(=O)N2[C@H]1C(O)=O.[C:25]([OH:32])(=[O:31])/[CH:26]=[CH:27]\[C:28]([OH:30])=[O:29]>[Pt]>[C:25]([OH:32])(=[O:31])/[CH:26]=[CH:27]/[C:28]([OH:30])=[O:29].[C:25]([OH:32])(=[O:31])/[CH:26]=[CH:27]\[C:28]([OH:30])=[O:29]. Reagents/catalysts: [Pt] (platinum). Starting materials: C(\C=C/C(=O)O)(=O)O (maleic acid), CC1([C@@H](N2[C@H](S1)[C@@H](C2=O)NC(=O)[C@@H](C=3C=CC=CC3)N)C(=O)O)C (ampicillin), CC1([C@@H](N2[C@H](S1)[C@@H](C2=O)NC(=O)[C@@H](C=3C=CC=CC3)N)C(=O)O)C (ampicillin), C(\C=C/C(=O)O)(=O)O (maleic acid), CC1([C@@H](N2[C@H](S1)[C@@H](C2=O)NC(=O)[C@@H](C=3C=CC=CC3)N)C(=O)O)C (ampicillin). Procedure details: The ampicillin-resistant transformant was selected by measuring its enzyme activity of isomerizing maleic acid. The ampicillin-resistant transformant was inoculated via a loop of platinum into 3 ml maleic acid medium (Table 1) containing 100 γ ampicillin and cultured overnight, and the microorganism was recovered by centrifuging 1.5 ml of the culture. The recovered microorganism was suspended in 1 ml of 20% maleic acid substrate solution (Table 2) and reacted at 30° C. overnight. This substrate ... The product is C(\C=C\C(=O)O)(=O)O (fumaric acid), C(\C=C/C(=O)O)(=O)O (maleic acid).